This data is from the Open Reaction Database (ORD), a public repository of structured organic reaction records. The task is: describe an organic reaction: reactants, conditions, products, and yield The product is C(C)(C)(C)N(NC(C1=C(C(=CC=C1)OC)COC(C)=O)=O)C(C1=CC(=CC(=C1)C)C)=O (3,5-dimethyl-benzoic acid N-tert-butyl-N′-(2-acetoxymethyl-3-methoxy-benzoyl)-hydrazide). Reported procedure: 3-Methoxy-2-methylsulfanylmethyl-benzoic acid N′-tert-butyl-N′-(3,5-dimethyl-benzoyl)-hydrazide in CH2Cl2 was stirred at room temperature with 1.0 eq of m-chloroperbenzoic acid. The reaction was complete within 5 min as indicated by TLC. The reaction mixture was washed with saturated NaHCO3 and the organic layer was stripped under vacuum. The residue was mixed with 1-2 mL of 1:1 ether:hexane and the solution was removed with a pipette, leaving the product which was then dried under vacuum. Starting materials: C(C)(C)(C)N(NC(C1=C(C(=CC=C1)OC)CSC)=O)C(C1=CC(=CC(=C1)C)C)=O (3-Methoxy-2-methylsulfanylmethyl-benzoic acid N′-tert-butyl-N′-(3,5-dimethyl-benzoyl)-hydrazide), ClC1=CC(=CC=C1)C(=O)OO (m-chloroperbenzoic acid). The solvent is C(Cl)Cl (CH2Cl2). Reaction SMILES: [C:1]([N:5]([C:20](=[O:29])[C:21]1[CH:26]=[C:25]([CH3:27])[CH:24]=[C:23]([CH3:28])[CH:22]=1)[NH:6][C:7](=[O:19])[C:8]1[CH:13]=[CH:12][CH:11]=[C:10]([O:14][CH3:15])[C:9]=1[CH2:16]SC)([CH3:4])([CH3:3])[CH3:2].ClC1C=CC=[C:33]([C:37]([O:39]O)=[O:38])C=1>C(Cl)Cl>[C:1]([N:5]([C:20](=[O:29])[C:21]1[CH:26]=[C:25]([CH3:27])[CH:24]=[C:23]([CH3:28])[CH:22]=1)[NH:6][C:7](=[O:19])[C:8]1[CH:13]=[CH:12][CH:11]=[C:10]([O:14][CH3:15])[C:9]=1[CH2:16][O:39][C:37](=[O:38])[CH3:33])([CH3:4])([CH3:3])[CH3:2]. Conditions: time 5 minute. Product: C(C)(C)N(C(C)C)P(OCCC#N)OCCCCCC(=O)OC (diisopropylamino-5-(carbomethoxy)pentyloxy-2-cyanoethoxy phosphine). The reactants are COC(CCCCCO)=O (methyl-6-hydroxyhexanoate), N1N=NN=[C-]1.C(C)(C)[NH2+]C(C)C (diisopropylammonium tetrazolide), C(C)(C)N(C(C)C)P(OCCC#N)N(C(C)C)C(C)C (bis(diisopropyl amino)-2-cyanoethyoxyphosphine). Reaction conditions: temperature 25 celsius, time 2 hour. Reaction SMILES: [CH3:1][O:2][C:3](=[O:10])[CH2:4][CH2:5][CH2:6][CH2:7][CH2:8][OH:9].N1[C-]=NN=N1.C([NH2+]C(C)C)(C)C.[CH:23]([N:26]([P:30](N(C(C)C)C(C)C)[O:31][CH2:32][CH2:33][C:34]#[N:35])[CH:27]([CH3:29])[CH3:28])([CH3:25])[CH3:24]>ClCCl>[CH:23]([N:26]([P:30]([O:9][CH2:8][CH2:7][CH2:6][CH2:5][CH2:4][C:3]([O:2][CH3:1])=[O:10])[O:31][CH2:32][CH2:33][C:34]#[N:35])[CH:27]([CH3:28])[CH3:29])([CH3:24])[CH3:25] |f:1.2|. Solvent: ClCCl (dichloromethane). Procedure details: To a solution of 0.786 g (5.37 mmole) of methyl-6-hydroxyhexanoate and 0.48 g (2.8 mmole) of diisopropylammonium tetrazolide in 25 ml of dichloromethane were added dropwise 1.62 g (5.37 mmole) of bis(diisopropyl amino)-2-cyanoethyoxyphosphine (Aldrich). The resulting solution was stirred at 25° C. for 2 hours and extracted with phosphate buffer at pH 7. Drying over magnesium sulfate and fast chromatography on silica gel (40% ethylacetate-hexanes, trace triethylamine) yielded the diisopropylamino... Reactants: C(C)OC=1CC(N(N1)C)=O (5-Ethoxy-2,4-dihydro-2-methyl-3H-pyrazol-3-one), ClC=1N=NC=C(C1)OC (3-chloro-5-methoxypyridazine), C([O-])([O-])=O.[K+].[K+] (potassium carbonate), cuprous bromide, Cl (hydrochloric acid). Run in CS(=O)C (dimethyl sulfoxide). Reaction conditions: time 42 hour. The product is COC=1C=C(N=NC1)OC1=CC(=NN1C)OCC (5-methoxy-3-[(3-ethoxy-1-methyl-1H-pyrazol-5-yl)oxy]pyridazine). Isolated yield 20.0%. Reaction SMILES: [CH2:1]([O:3][C:4]1[CH2:5][C:6](=[O:10])[N:7]([CH3:9])[N:8]=1)[CH3:2].Cl[C:12]1[N:13]=[N:14][CH:15]=[C:16]([O:18][CH3:19])[CH:17]=1.C(=O)([O-])[O-].[K+].[K+].Cl>CS(C)=O>[CH3:19][O:18][C:16]1[CH:17]=[C:12]([O:10][C:6]2[N:7]([CH3:9])[N:8]=[C:4]([O:3][CH2:1][CH3:2])[CH:5]=2)[N:13]=[N:14][CH:15]=1 |f:2.3.4|. Reported procedure: 5-Ethoxy-2,4-dihydro-2-methyl-3H-pyrazol-3-one (0.63 g, 0.0044 mole), 3-chloro-5-methoxypyridazine (0.64 g, 0.0044 mole), potassium carbonate (1.50 g, 0.010 mole), cuprous bromide (0.05 g, 0.0003 mole) and anhydrous dimethyl sulfoxide (10 mL) were heated and held at 90° C. for 42 hours. The mixture was cooled, treated with 1% hydrochloric acid solution and extracted with ethyl acetate. The combined extracts were washed with 2% sodium hydroxide, dried with magnesium sulfate, filtered and concentr... Starting materials: C(C)N (ethylamine), Cl.C(C1=CC=CC=C1)OC(=O)N[C@@H](CCCNC(N)=N)C(=O)N1[C@H](C(=O)OC)CCC1 (Nα -benzyloxycarbonyl-L-arginyl-L-proline, methyl ester, hydrochloride). Solvent: CO (methanol). The product is Cl.C(C)NC([C@H]1N(CCC1)C([C@@H](NC(=O)OCC1=CC=CC=C1)CCCNC(N)=N)=O)=O (Nα -Benzyloxycarbonyl-L-arginyl-L-proline N-ethylamide, hydrochloride). As a reaction SMILES: [CH2:1]([NH2:3])[CH3:2].[ClH:4].[CH2:5]([O:12][C:13]([NH:15][C@H:16]([C:24]([N:26]1[CH2:34][CH2:33][CH2:32][C@H:27]1[C:28](OC)=[O:29])=[O:25])[CH2:17][CH2:18][CH2:19][NH:20][C:21](=[NH:23])[NH2:22])=[O:14])[C:6]1[CH:11]=[CH:10][CH:9]=[CH:8][CH:7]=1>CO>[ClH:4].[CH2:1]([NH:3][C:28](=[O:29])[C@@H:27]1[CH2:32][CH2:33][CH2:34][N:26]1[C:24](=[O:25])[C@H:16]([CH2:17][CH2:18][CH2:19][NH:20][C:21](=[NH:22])[NH2:23])[NH:15][C:13]([O:12][CH2:5][C:6]1[CH:11]=[CH:10][CH:9]=[CH:8][CH:7]=1)=[O:14])[CH3:2] |f:1.2,4.5|. Reported procedure: To a cold solution of 9.7 g. ethylamine in 50 ml. of methanol is added 2 g. of Nα -benzyloxycarbonyl-L-arginyl-L-proline, methyl ester, hydrochloride. The reaction is let stand in a sealed pressure bottle at room temperature and then warmed occasionally to 40°-45° C. during eight days. It is then evaporated to small volume under reduced pressure. The residual solution is dropped into stirred ethyl ether to precipitate a somewhat sticky white solid which is dried under reduced pressure; [α]D25 -5... The reactants are ClC=1C=C(C[C@H](C(=O)O)CC(N2CCC(CC2)N2C(NC3=C(CC2)C=CC=C3)=O)=O)C=C(C1O)C(F)(F)F ((S)-2-(3-chloro-4-hydroxy-5-trifluoromethyl-benzyl)-4-oxo-4-[4-(2-oxo-1,2,4,5-tetrahydro-1,3-benzodiazepin-3-yl)-piperidin-1-yl]-butanoic acid), O1CCC(CC1)N1CCNCC1 (1-(tetrahydropyran-4-yl)-piperazine). The product is ClC=1C=C(C[C@H](C(=O)N2CCN(CC2)C2CCOCC2)CC(=O)N2CCC(CC2)N2C(NC3=C(CC2)C=CC=C3)=O)C=C(C1O)C(F)(F)F ((S)-2-(3-chloro-4-hydroxy-5-trifluoromethyl-benzyl)-4-[4-(2-oxo-1,2,4,5-tetrahydro-1,3-benzodiazepin-3-yl)-piperidin-1-yl]-1-[4-(tetrahydropyran-4-yl)-piperazin-1-yl]-butane-1,4-dione). As a reaction SMILES: [Cl:1][C:2]1[CH:3]=[C:4]([CH:31]=[C:32]([C:35]([F:38])([F:37])[F:36])[C:33]=1[OH:34])[CH2:5][C@@H:6]([CH2:10][C:11](=[O:30])[N:12]1[CH2:17][CH2:16][CH:15]([N:18]2[CH2:24][CH2:23][C:22]3[CH:25]=[CH:26][CH:27]=[CH:28][C:21]=3[NH:20][C:19]2=[O:29])[CH2:14][CH2:13]1)[C:7]([OH:9])=O.[O:39]1[CH2:44][CH2:43][CH:42]([N:45]2[CH2:50][CH2:49][NH:48][CH2:47][CH2:46]2)[CH2:41][CH2:40]1>>[Cl:1][C:2]1[CH:3]=[C:4]([CH:31]=[C:32]([C:35]([F:36])([F:37])[F:38])[C:33]=1[OH:34])[CH2:5][C@@H:6]([CH2:10][C:11]([N:12]1[CH2:13][CH2:14][CH:15]([N:18]2[CH2:24][CH2:23][C:22]3[CH:25]=[CH:26][CH:27]=[CH:28][C:21]=3[NH:20][C:19]2=[O:29])[CH2:16][CH2:17]1)=[O:30])[C:7]([N:48]1[CH2:47][CH2:46][N:45]([CH:42]2[CH2:43][CH2:44][O:39][CH2:40][CH2:41]2)[CH2:50][CH2:49]1)=[O:9]. Procedure: Prepared analogously to Example 7i from 70 mg (0.13 mmol) (S)-2-(3-chloro-4-hydroxy-5-trifluoromethyl-benzyl)-4-oxo-4-[4-(2-oxo-1,2,4,5-tetrahydro-1,3-benzodiazepin-3-yl)-piperidin-1-yl]-butanoic acid and 22 mg (0.13 mmol) 1-(tetrahydropyran-4-yl)-piperazine. Reactants: C(CCCCC)#N (hexanenitrile), C(CCCCCCCCCC)C#N (undecyl cyanide), C(O)CN (ethanolamine). Reagents/catalysts: O.O.C(C)(=O)[O-].[Zn+2].C(C)(=O)[O-] (zinc acetate dihydrate). The product is C(CCCC)C=1OCCN1 (2-pentyl-2-oxazoline). The yield is 58.1%. As a reaction SMILES: [C:1](#[N:7])[CH2:2][CH2:3][CH2:4][CH2:5][CH3:6].C(C#N)CCCCCCCCCC.[CH2:21]([CH2:23]N)[OH:22]>O.O.C([O-])(=O)C.[Zn+2].C([O-])(=O)C>[CH2:2]([C:1]1[O:22][CH2:21][CH2:23][N:7]=1)[CH2:3][CH2:4][CH2:5][CH3:6] |f:3.4.5.6.7|. Procedure: 9.72 g (100 mmoles) of hexanenitrile was substituted for undecyl cyanide in Example 1 and the reaction was repeated with 6.11 g (100 mmoles) of ethanolamine and 549 mg (2.5 mmoles) of zinc acetate dihydrate under identical conditions. At the end of the reaction the product was worked up as before and distilled at 73° C./10 mm to give 8.2 g (60%) of 2-pentyl-2-oxazoline. Reactants: CC(=O)OC(C)=O, CC(C)C(C)C=CC(C)C1CCC2C3=CC=C4CC(O)CCC4(C)C3CCC21C, O, c1ccncc1. Product: CC(=O)OC1CCC2(C)C(=CC=C3C2CCC2(C)C3CCC2C(C)C=CC(C)C(C)C)C1. As a reaction SMILES: [CH3:30][C:31](=[O:32])[O:33][C:34](=[O:35])[CH3:36].[CH:1]1([CH:21]([CH3:22])[CH:23]=[CH:24][CH:25]([CH3:26])[CH:27]([CH3:28])[CH3:29])[CH2:2][CH2:3][CH:4]2[C:5]3=[CH:6][CH:7]=[C:8]4[CH2:9][CH:10]([OH:11])[CH2:12][CH2:13][C:14]4([CH3:15])[CH:16]3[CH2:17][CH2:18][C:19]12[CH3:20].[OH2:37].[cH:38]1[cH:39][cH:40][n:41][cH:42][cH:43]1>>[CH:1]1([CH:21]([CH3:22])[CH:23]=[CH:24][CH:25]([CH3:26])[CH:27]([CH3:28])[CH3:29])[CH2:2][CH2:3][CH:4]2[C:5]3=[CH:6][CH:7]=[C:8]4[CH2:9][CH:10]([O:11][C:31]([CH3:30])=[O:32])[CH2:12][CH2:13][C:14]4([CH3:15])[CH:16]3[CH2:17][CH2:18][C:19]12[CH3:20]. Reactants: solution, [Li]CCCC (BuLi), CCCCCC (hexane), C(#C)C1(CN2CCC1CC2)O (3-ethynylquinuclidin-3-ol), COC1=CC=C(C=C1)C(=O)C=1SC=CC1 ((4-methoxyphenyl)(2-thienyl)methanone). Solvent: C1CCOC1 (THF), C1CCOC1 (THF). Run at time 30 minute. Product: OC(C#CC1(CN2CCC1CC2)O)(C=2SC=CC2)C2=CC=C(C=C2)OC (3-[3-hydroxy-3-(4-methoxyphenyl)-3-(2-thienyl)-1-propynyl]quinuclidin-3-ol). RXN SMILES: [Li]CCCC.CCCCCC.[C:12]([C:14]1([OH:22])[CH:19]2[CH2:20][CH2:21][N:16]([CH2:17][CH2:18]2)[CH2:15]1)#[CH:13].[CH3:23][O:24][C:25]1[CH:30]=[CH:29][C:28]([C:31]([C:33]2[S:34][CH:35]=[CH:36][CH:37]=2)=[O:32])=[CH:27][CH:26]=1>C1COCC1>[OH:32][C:31]([C:28]1[CH:29]=[CH:30][C:25]([O:24][CH3:23])=[CH:26][CH:27]=1)([C:33]1[S:34][CH:35]=[CH:36][CH:37]=1)[C:13]#[C:12][C:14]1([OH:22])[CH:19]2[CH2:20][CH2:21][N:16]([CH2:17][CH2:18]2)[CH2:15]1. Reported procedure: A 1.6 N solution of BuLi in hexane (1.12 ml, 1.79 mmol) was added dropwise to a solution of 3-ethynyl-1-azabicyclo[2.2.2]octan-3-ol 47 (123 mg, 0.81 mmol) in THF (5 ml) at room temperature. After stirring for 30 minutes, (4-methoxyphenyl)(2-thienyl)methanone (231 mg, 1.06 mmol, commercial) in THF (1 ml) was added slowly. After 2 hours, the reaction was quenched by addition of saturated aqueous NH4Cl solution and diluted with AcOEt. The organic phase was washed with brine, dried over Na2SO4 and e... The reactants are C(O)([O-])=O.[Na+] (sodium hydrogen carbonate), NC1CN(CC2=CC=CC=C12)C(=O)OC(C)(C)C (tert-butyl 4-amino-3,4-dihydroisoquinoline-2(1H)-carboxylate), CC(C=O)C (2-methylpropanal), C(C)(=O)O[BH-](OC(C)=O)OC(C)=O.[Na+] (sodium triacetoxyborohydride). Solvent: ClC(C)Cl (dichloroethane), C(C)(=O)O (acetic acid). Conditions: time 1 hour. Yields the product CC(CNC1CN(CC2=CC=CC=C12)C(=O)OC(C)(C)C)C (tert-butyl 4-[(2-methylpropyl)amino]-3,4-dihydroisoquinoline-2(1H)-carboxylate). The yield is 91.3%. RXN SMILES: [NH2:1][CH:2]1[C:11]2[C:6](=[CH:7][CH:8]=[CH:9][CH:10]=2)[CH2:5][N:4]([C:12]([O:14][C:15]([CH3:18])([CH3:17])[CH3:16])=[O:13])[CH2:3]1.[CH3:19][CH:20]([CH3:23])[CH:21]=O.C(O[BH-](OC(=O)C)OC(=O)C)(=O)C.[Na+].C(=O)([O-])O.[Na+]>ClC(Cl)C.C(O)(=O)C>[CH3:19][CH:20]([CH3:23])[CH2:21][NH:1][CH:2]1[C:11]2[C:6](=[CH:7][CH:8]=[CH:9][CH:10]=2)[CH2:5][N:4]([C:12]([O:14][C:15]([CH3:18])([CH3:17])[CH3:16])=[O:13])[CH2:3]1 |f:2.3,4.5|. Procedure details: To a solution of tert-butyl 4-amino-3,4-dihydroisoquinoline-2(1H)-carboxylate (840 mg) and 2-methylpropanal (256 mg) in dichloroethane (10 ml) were added acetic acid (203 mg) and sodium triacetoxyborohydride (931 mg). The mixture was stirred at room temperature for 1 hr. The mixture was neutralized with 6% aqueous sodium hydrogen carbonate. After partitioning, the organic layer was dried over anhydrous magnesium sulfate. The solvent was evaporated under reduced pressure. The residue was subjecte... Reactants: ClC1=CC=C(C=O)C=C1 (4-chlorobenzaldehyde), CC(=O)C1=CC=C(C=C1)Br (4-bromoacetophenone). Yields the product BrC1=CC=C(C=C1)C(C=CC1=CC=C(C=C1)Cl)=O (1-(4-bromophenyl)-3-(4-chlorophenyl)prop-2-en-1-one). Reaction SMILES: [Cl:1][C:2]1[CH:9]=[CH:8][C:5]([CH:6]=O)=[CH:4][CH:3]=1.[CH3:10][C:11]([C:13]1[CH:18]=[CH:17][C:16]([Br:19])=[CH:15][CH:14]=1)=[O:12]>>[Br:19][C:16]1[CH:17]=[CH:18][C:13]([C:11](=[O:12])[CH:10]=[CH:6][C:5]2[CH:8]=[CH:9][C:2]([Cl:1])=[CH:3][CH:4]=2)=[CH:14][CH:15]=1. Procedure details: By a procedure similar to that of example 1.59.1, starting from 4-chlorobenzaldehyde and 4-bromoacetophenone, 1-(4-bromophenyl)-3-(4-chlorophenyl)prop-2-en-1-one was obtained as yellowish solid.